Dataset: the Open Reaction Database (ORD), a public repository of structured organic reaction records. Task: describe an organic reaction: reactants, conditions, products, and yield The reactants are CCO, Cl, CC(=O)c1ccc(O)c(F)c1, NOCc1ccc([N+](=O)[O-])cc1, c1ccncc1. The product is CC(=NOCc1ccc([N+](=O)[O-])cc1)c1ccc(O)c(F)c1. Reaction SMILES: [CH3:31][CH2:32][OH:33].[ClH:12].[F:1][c:2]1[cH:3][c:4]([C:9]([CH3:10])=[O:11])[cH:5][cH:6][c:7]1[OH:8].[N+:13](=[O:14])([O-:15])[c:16]1[cH:17][cH:18][c:19]([CH2:20][O:21][NH2:22])[cH:23][cH:24]1.[cH:25]1[cH:26][cH:27][n:28][cH:29][cH:30]1>>[F:1][c:2]1[cH:3][c:4]([C:9]([CH3:10])=[N:22][O:21][CH2:20][c:19]2[cH:18][cH:17][c:16]([N+:13](=[O:14])[O-:15])[cH:24][cH:23]2)[cH:5][cH:6][c:7]1[OH:8].